From a dataset of the Open Reaction Database (ORD), a public repository of structured organic reaction records. describe an organic reaction: reactants, conditions, products, and yield Isolated yield 20.4%. Solvent: CC(C)O (2-propanol), CC(C)O (2-propanol). Reactants: O(C1=CC=CC=C1)CCCN (3-phenoxy-1-propanamine), BrCCOC1=CC=C(C=C1)O (4-(2-bromoethoxy)phenol). As a reaction SMILES: [O:1]([CH2:8][CH2:9][CH2:10][NH2:11])[C:2]1[CH:7]=[CH:6][CH:5]=[CH:4][CH:3]=1.[Br:12][CH2:13][CH2:14][O:15][C:16]1[CH:21]=[CH:20][C:19]([OH:22])=[CH:18][CH:17]=1>CC(O)C>[BrH:12].[O:1]([CH2:8][CH2:9][CH2:10][NH:11][CH2:13][CH2:14][O:15][C:16]1[CH:21]=[CH:20][C:19]([OH:22])=[CH:18][CH:17]=1)[C:2]1[CH:7]=[CH:6][CH:5]=[CH:4][CH:3]=1 |f:3.4|. Procedure: A solution of 3-phenoxy-1-propanamine (24.2 g, 160 mmol) in 100 mL of 2-propanol is heated to reflux and treated slowly with a solution of 4-(2-bromoethoxy)phenol (17.4 g, 80 mmol) in 150 mL of 2-propanol. The mixture is heated at reflux for 4 days, then cooled and partitioned between ethyl ether and aqueous sodium bicarbonate solution. The organic layer is evaporated and the residue recrystallized from ethanol to give 6.0 g (20%) of product, mp 204-205° C. The product is Br.O(C1=CC=CC=C1)CCCNCCOC1=CC=C(C=C1)O (4-[2-(3-Phenoxy-propylamino)-ethoxy]-phenol hydrobromide). Starting materials: O (water), CN(C(=NC(=O)OC(C)(C)C)N1N=CC=C1)C(=O)OC(C)(C)C (N-methyl-N,N′-bis(tert-butoxy carbonyl)-1H-pyrazole-1-carboxamidine), C(C)N(C(C)C)C(C)C (ethyldiisopropylamine), Cl.Cl.NCCN1C=CC=2N=CN=C(C21)NC2=CC(=C(C=C2)OC2=CC(=CC=C2)C(F)(F)F)Cl (5-(2-aminoethyl)-N-{3-chloro-4-[3-(trifluoromethyl)phenoxy]phenyl}-5H-pyrrolo[3,2-d]pyrimidin-4-amine dihydrochloride). The solvent is C(C)#N (acetonitrile). Conditions: time 4 day. The product is Cl.Cl.ClC=1C=C(C=CC1OC1=CC(=CC=C1)C(F)(F)F)NC=1C2=C(N=CN1)C=CN2CCNC(=N)NC (N-{2-[4-({3-chloro-4-[3-(trifluoromethyl)phenoxy]phenyl}amino)-5H-pyrrolo[3,2-d]pyrimidin-5-yl]ethyl}-N′-methylguanidine dihydrochloride). The yield is 88.5%. As a reaction SMILES: [CH3:1][N:2](C(OC(C)(C)C)=O)[C:3](N1C=CC=N1)=[N:4]C(OC(C)(C)C)=O.C(N(C(C)C)C(C)C)C.[ClH:33].Cl.[NH2:35][CH2:36][CH2:37][N:38]1[C:46]2[C:45]([NH:47][C:48]3[CH:53]=[CH:52][C:51]([O:54][C:55]4[CH:60]=[CH:59][CH:58]=[C:57]([C:61]([F:64])([F:63])[F:62])[CH:56]=4)=[C:50]([Cl:65])[CH:49]=3)=[N:44][CH:43]=[N:42][C:41]=2[CH:40]=[CH:39]1.O>C(#N)C>[ClH:65].[ClH:33].[Cl:65][C:50]1[CH:49]=[C:48]([NH:47][C:45]2[C:46]3[N:38]([CH2:37][CH2:36][NH:35][C:3]([NH:2][CH3:1])=[NH:4])[CH:39]=[CH:40][C:41]=3[N:42]=[CH:43][N:44]=2)[CH:53]=[CH:52][C:51]=1[O:54][C:55]1[CH:60]=[CH:59][CH:58]=[C:57]([C:61]([F:64])([F:63])[F:62])[CH:56]=1 |f:2.3.4,7.8.9|. Reported procedure: To a solution of N-methyl-N,N′-bis(tert-butoxy carbonyl)-1H-pyrazole-1-carboxamidine (138 mg) and ethyldiisopropylamine (0.16 mL) in acetonitrile (4 mL) was added 5-(2-aminoethyl)-N-{3-chloro-4-[3-(trifluoromethyl)phenoxy]phenyl}-5H-pyrrolo[3,2-d]pyrimidin-4-amine dihydrochloride (200 mg), and the mixture was stirred at room temperature for 4 days. Under ice-cooling, water was added, and the mixture was extracted with ethyl acetate. The extract washed with brine, dried over anhydrous magnesium s... Reactants: O (water), P(=O)([O-])([O-])[O-] (phosphate), C(C)OC(=O)C1OC2=C(CC1)C=CC(=C2)O (racemic 3,4-dihydro-7-hydroxy-2H-1-benzopyran-2-carboxylic acid ethyl ester), [OH-] (hydroxide). The solvent is O1CCCC1 (tetrahydrofuran). Product: C(C)OC(=O)[C@@H]1OC2=C(CC1)C=CC(=C2)O ((R)-3,4-dihydro-7-hydroxy-2H-1-benzopyran-2-carboxylic acid ethyl ester). The yield is 45.5%. Reaction SMILES: O.P([O-])([O-])([O-])=O.[CH2:7]([O:9][C:10]([CH:12]1[CH2:17][CH2:16][C:15]2[CH:18]=[CH:19][C:20]([OH:22])=[CH:21][C:14]=2[O:13]1)=[O:11])[CH3:8].[OH-]>O1CCCC1>[CH2:7]([O:9][C:10]([C@H:12]1[CH2:17][CH2:16][C:15]2[CH:18]=[CH:19][C:20]([OH:22])=[CH:21][C:14]=2[O:13]1)=[O:11])[CH3:8]. Procedure details: A 250 mL 3-necked, round-bottomed flask equipped with a mechanical stirrer, a pH electrode connected to a pH control unit and an addition tube connected to a peristaltic pump, was charged with 60 mL of deionized water, 15 mL of 0.05M phosphate buffer (pH 7.0) and 2.2 g racemic 3,4-dihydro-7-hydroxy-2H-1-benzopyran-2-carboxylic acid ethyl ester dissolved in 7.5 mL of tetrahydrofuran. The pH was adjusted to 8.0 with 0.1N aqueous hydroxide solution, and 0.4 g of Pseudomonas lipase enzyme (P-30, Ama... Starting materials: OCCO, CCOCC, [Cu]I, [H-], Nc1nc(Cl)ccc1C(=O)O, N, [Na+], O. Yields the product Nc1nc(OCCO)ccc1C(=O)O. Reaction SMILES: [CH2:1]([CH2:2][OH:3])[OH:4].[CH3:21][CH2:22][O:23][CH2:24][CH3:25].[Cu:19][I:20].[H-:5].[NH2:7][c:8]1[c:9]([C:10](=[O:11])[OH:12])[cH:13][cH:14][c:15]([Cl:17])[n:16]1.[NH3:18].[Na+:6].[OH2:26]>>[CH2:1]([CH2:2][O:3][c:15]1[cH:14][cH:13][c:9]([C:10](=[O:11])[OH:12])[c:8]([NH2:7])[n:16]1)[OH:4]. The reactants are C(C)OC(CC1=C(C=CC(=C1)SC1=C(NC2=C(C(=CC=C12)Cl)F)C)C(F)(F)F)=O ([5-(6-Chloro-7-fluoro-2-methyl-1H-indol-3-ylsulfanyl)-2-trifluoromethyl-phenyl]-acetic acid ethyl ester), IC=1C=NN(C1)CCC (4-iodo-1-propyl-1H-pyrazole). Yields the product C(C)OC(CC1=C(C=CC(=C1)SC1=C(N(C2=C(C(=CC=C12)Cl)F)C=1C=NN(C1)CCC)C)C(F)(F)F)=O ({5-[6-Chloro-7-fluoro-2-methyl-1-(1-propyl-1H-pyrazol-4-yl)-1H-indol-3-ylsulfanyl]-2-trifluoromethyl-phenyl}-acetic acid ethyl ester). Reaction SMILES: [CH2:1]([O:3][C:4](=[O:29])[CH2:5][C:6]1[CH:11]=[C:10]([S:12][C:13]2[C:21]3[C:16](=[C:17]([F:23])[C:18]([Cl:22])=[CH:19][CH:20]=3)[NH:15][C:14]=2[CH3:24])[CH:9]=[CH:8][C:7]=1[C:25]([F:28])([F:27])[F:26])[CH3:2].I[C:31]1[CH:32]=[N:33][N:34]([CH2:36][CH2:37][CH3:38])[CH:35]=1>>[CH2:1]([O:3][C:4](=[O:29])[CH2:5][C:6]1[CH:11]=[C:10]([S:12][C:13]2[C:21]3[C:16](=[C:17]([F:23])[C:18]([Cl:22])=[CH:19][CH:20]=3)[N:15]([C:31]3[CH:32]=[N:33][N:34]([CH2:36][CH2:37][CH3:38])[CH:35]=3)[C:14]=2[CH3:24])[CH:9]=[CH:8][C:7]=1[C:25]([F:28])([F:26])[F:27])[CH3:2]. Procedure: Prepared according to the procedure described in Example 55, Step 2 using the following starting materials: [5-(6-Chloro-7-fluoro-2-methyl-1H-indol-3-ylsulfanyl)-2-trifluoromethyl-phenyl]-acetic acid ethyl ester and 4-iodo-1-propyl-1H-pyrazole. Reactants: Cl (hydrochloric acid), C(C)OC(CN(C)C)OCC (dimethylaminoacetaldehyde diethylacetal), C(C)O (ethanol), S(=O)(=O)([O-])S(=O)[O-].[Na+].[Na+] (sodium pyrosulphite). Solvent: O (water), O (water). Run at time 1 hour. Yields the product CN(C)CC=O.S(=O)(O)[O-] (Dimethylaminoacetaldehyde hydrogen Sulphite). Reaction SMILES: C([O:3][CH:4](OCC)[CH2:5][N:6]([CH3:8])[CH3:7])C.Cl.[S:13](S([O-])=O)([O-:16])(=[O:15])=[O:14].[Na+].[Na+].C(O)C>O>[CH3:7][N:6]([CH2:5][CH:4]=[O:3])[CH3:8].[S:13]([O-:16])([OH:15])=[O:14] |f:2.3.4,7.8|. Procedure details: 40 g of dimethylaminoacetaldehyde diethylacetal are heated to 40° C. in a mixture of 48 g conc, hydrochloric acid and 20 ml of water for 3 h. Then a solution of 42.4 g sodium pyrosulphite in 72 ml of water (sodium hydrogen sulphite solution) is added dropwise and the mixture is stirred for 1 h. 200 ml of ethanol are added and then the mixture is stirred for 2 h at 0° C. The suspension is suction filtered, washed with 160 ml of ethanol and dried at 45° C. in vacuo. Yields the product CC1(O[C@@H]2[C@H](O1)O[C@@H]([C@@H]2CCN2N=NC1=C(C2=O)C=CC=C1)CCC1=CC=C(C=C1)C=1C=NC=NC1)C (3-(2-{(3aS,5R,6S,6aS)-2,2-dimethyl-5-[2-(4-pyrimidin-5-ylphenyl)ethyl]tetrahydrofuro[2,3-d][1,3]dioxol-6-yl}ethyl)-1,2,3-benzotriazin-4(3H)-one). Reagents/catalysts: [Pd] (palladium on charcoal). Starting materials: CC1(O[C@@H]2[C@H](O1)O[C@@H]([C@@H]2CCN2N=NC1=C(C2=O)C=CC=C1)\C=C\C1=CC=C(C=C1)C=1C=NC=NC1)C (3-(2-{(3aS,5R,6S,6aS)-2,2-dimethyl-5-[(E)-2-(4-pyrimidin-5-ylphenyl)vinyl]tetrahydrofuro[2,3-d][1,3]dioxol-6-yl}ethyl)-1,2,3-benzotriazin-4(3H)-one), O1CCCC1 (tetrahydrofuran), [H][H] (hydrogen). Procedure details: To the solution of the compound obtained from step k above (0.3 g) in a solvent mixture of tetrahydrofuran:methanol (10 mL, 1:1), 10% palladium on charcoal (0.15 g) was added at room temperature and the reaction mixture was hydrogenated with hydrogen at 35 psi for 4 hours in a Paar apparatus. The reaction mixture was filtered through a celite pad and the residue was washed with methanol. The filtrate was concentrated to afford the title compound (0.3 g). Solvent: CO (methanol). As a reaction SMILES: [CH3:1][C:2]1([CH3:37])[O:6][C@@H:5]2[O:7][C@H:8](/[CH:23]=[CH:24]/[C:25]3[CH:30]=[CH:29][C:28]([C:31]4[CH:32]=[N:33][CH:34]=[N:35][CH:36]=4)=[CH:27][CH:26]=3)[C@H:9]([CH2:10][CH2:11][N:12]3[C:17](=[O:18])[C:16]4[CH:19]=[CH:20][CH:21]=[CH:22][C:15]=4[N:14]=[N:13]3)[C@@H:4]2[O:3]1.O1CCCC1.[H][H]>[Pd].CO>[CH3:1][C:2]1([CH3:37])[O:6][C@@H:5]2[O:7][C@H:8]([CH2:23][CH2:24][C:25]3[CH:26]=[CH:27][C:28]([C:31]4[CH:32]=[N:33][CH:34]=[N:35][CH:36]=4)=[CH:29][CH:30]=3)[C@H:9]([CH2:10][CH2:11][N:12]3[C:17](=[O:18])[C:16]4[CH:19]=[CH:20][CH:21]=[CH:22][C:15]=4[N:14]=[N:13]3)[C@@H:4]2[O:3]1.